Dataset: the Open Reaction Database (ORD), a public repository of structured organic reaction records. Task: describe an organic reaction: reactants, conditions, products, and yield The reactants are B, C1CCOC1, CNC(=O)c1c(-c2ccc(F)cc2)oc2nc(N(CCCC#N)S(C)(=O)=O)c(I)cc12. Yields the product CNC(=O)c1c(-c2ccc(F)cc2)oc2nc(N(CCCCN)S(C)(=O)=O)c(I)cc12. As a reaction SMILES: [BH3:32].[CH2:33]1[O:34][CH2:35][CH2:36][CH2:37]1.[CH3:1][NH:2][C:3](=[O:4])[c:5]1[c:6](-[c:25]2[cH:26][cH:27][c:28]([F:31])[cH:29][cH:30]2)[o:7][c:8]2[n:9][c:10]([N:15]([S:16](=[O:17])(=[O:18])[CH3:19])[CH2:20][CH2:21][CH2:22][C:23]#[N:24])[c:11]([I:14])[cH:12][c:13]12>>[CH3:1][NH:2][C:3](=[O:4])[c:5]1[c:6](-[c:25]2[cH:26][cH:27][c:28]([F:31])[cH:29][cH:30]2)[o:7][c:8]2[n:9][c:10]([N:15]([S:16](=[O:17])(=[O:18])[CH3:19])[CH2:20][CH2:21][CH2:22][CH2:23][NH2:24])[c:11]([I:14])[cH:12][c:13]12. The product is C(C)OC(C(=O)CC1=CNC2=CC=CC=C12)=O (3-indolepyruvic acid ethyl ester). Reported procedure: Following the same method as previously described, 1,0 g 3-indole-pyruvic acid were reacted with 1,5 ml DBU and 790 microliters ethylbromide. In this case the benzene solution appeared red orange. After flash chromatography purification the ethyl ester was obtained with a yield of about 70%. Reaction SMILES: [NH:1]1[C:9]2[C:4](=[CH:5][CH:6]=[CH:7][CH:8]=2)[C:3]([CH2:10][C:11](=[O:15])[C:12]([OH:14])=[O:13])=[CH:2]1.[CH2:16]1CCN2C(=NCCC2)C[CH2:17]1.C(Br)C>C1C=CC=CC=1>[CH2:16]([O:13][C:12](=[O:14])[C:11]([CH2:10][C:3]1[C:4]2[C:9](=[CH:8][CH:7]=[CH:6][CH:5]=2)[NH:1][CH:2]=1)=[O:15])[CH3:17]. Reactants: N1C=C(C2=CC=CC=C12)CC(C(=O)O)=O (3-indole-pyruvic acid), C1CCC2=NCCCN2CC1 (DBU), C(C)Br (ethylbromide). Yield: 70.0%. Run in C1=CC=CC=C1 (benzene). Starting materials: BrC1C=C(C(C1)=O)CCCCCCCCC(=O)O (4-bromo-2-(8-carboxyoctyl)cyclopent-2-en-1-one), [K+].[Br-] (KBr), CC(=O)C (acetone), O (water). The reagents and catalysts are [B-](F)(F)(F)F.[Ag+] (silver fluoborate). The solvent is CO (MeOH). Conditions: time 2 hour. Yields the product OC1C=C(C(C1)=O)CCCCCCCCC(=O)O (4-hydroxy-2-(8-carboxyoctyl)cyclopent-2-en-1-one). RXN SMILES: Br[CH:2]1[CH2:6][C:5](=[O:7])[C:4]([CH2:8][CH2:9][CH2:10][CH2:11][CH2:12][CH2:13][CH2:14][CH2:15][C:16]([OH:18])=[O:17])=[CH:3]1.CC(C)=[O:21].O.[K+].[Br-]>[B-](F)(F)(F)F.[Ag+].CO>[OH:21][CH:2]1[CH2:6][C:5](=[O:7])[C:4]([CH2:8][CH2:9][CH2:10][CH2:11][CH2:12][CH2:13][CH2:14][CH2:15][C:16]([OH:18])=[O:17])=[CH:3]1 |f:3.4,5.6|. Procedure details: To a stirred solution of 57.2 g. of crude 4-bromo-2-(8-carboxyoctyl)cyclopent-2-en-1-one (Example 1280) in 500 ml. of acetone and 325 ml. of water at 3° C. is added 44.1 g. (0.226 moles) of silver fluoborate during a 15 minute period. The mixture is stirred at 0°-3° C. for 2 hours and filtered. The filtrate is diluted with water, saturated with solid sodium chloride, and extracted with ether. The extract is washed with saturated sodium chloride solution, dried over magnesium sulfate, and concent... Reactants: CC(C)C1=CC(=C(C(=C1)C(C)C)S(=O)(=O)N=[N+]=[N-])C(C)C (trisyl azide), CC(=O)O (AcOH), methyl, C(C1=CC=CC=C1)OC(N(C1=CN=C2N(C1=O)[C@@H](CC2C)C(NC2=CC=CC=C2)=O)CC=C)=O ((6S,8RS)-allyl-(8-methyl-4-oxo-6-phenylcarbamoyl-4,6,7,8-tetrahydro-pyrrolo[1,2-a]pyrimidin-3-yl)-carbamic acid benzyl ester), [Li+].C[Si](C)(C)[N-][Si](C)(C)C (LiHMDS). Run in CCOC(=O)C (EtOAc), C1CCOC1 (THF), C1CCOC1 (THF). Conditions: temperature -78 celsius, time 5 minute. The product is C(C1=CC=CC=C1)OC(N(C1=CN=C2N(C1=O)[C@@H](C[C@@]2(C)N=[N+]=[N-])C(NC2=CC=CC=C2)=O)CC=C)=O ((6S,8R)-allyl-(8-azido-8-methyl-4-oxo-6-phenylcarbamoyl-4,6,7,8-tetrahydro-pyrrolo[1,2-a]pyrimidin-3-yl)-carbamic acid benzyl ester). The yield is 65.0%. Reaction SMILES: [CH2:1]([O:8][C:9](=[O:34])[N:10]([CH2:31][CH:32]=[CH2:33])[C:11]1[C:16](=[O:17])[N:15]2[C@H:18]([C:22](=[O:30])[NH:23][C:24]3[CH:29]=[CH:28][CH:27]=[CH:26][CH:25]=3)[CH2:19][CH:20]([CH3:21])[C:14]2=[N:13][CH:12]=1)[C:2]1[CH:7]=[CH:6][CH:5]=[CH:4][CH:3]=1.[Li+].C[Si]([N-][Si](C)(C)C)(C)C.CC(C1C=C(C(C)C)C(S([N:60]=[N+:61]=[N-:62])(=O)=O)=C(C(C)C)C=1)C.CC(O)=O>C1COCC1.CCOC(C)=O>[CH2:1]([O:8][C:9](=[O:34])[N:10]([CH2:31][CH:32]=[CH2:33])[C:11]1[C:16](=[O:17])[N:15]2[C@H:18]([C:22](=[O:30])[NH:23][C:24]3[CH:29]=[CH:28][CH:27]=[CH:26][CH:25]=3)[CH2:19][C@:20]([N:60]=[N+:61]=[N-:62])([CH3:21])[C:14]2=[N:13][CH:12]=1)[C:2]1[CH:7]=[CH:6][CH:5]=[CH:4][CH:3]=1 |f:1.2|. Procedure: To a solution of the methyl diastereomers (18c) (3.90 g, 8.51 mmol) in 40 mL THF at −78° C., was added LiHMDS (IM in THF, 17.9 mL, 17.9 mmol). The red solution was stirred at −78° C. for 5 min, then a solution of trisyl azide (2.90 g, 9.36 mmol) in 8 mL THF was added. The reaction was stirred at −78° C. for 1.5 h, then was quenched with the addition of AcOH (2.19 mL, 38.3 mmol). The mixture was stirred at rt for 1 h, then was diluted with EtOAc. The organic phase was washed with 1N HCl, H2O and ... Starting materials: O[C@H](C)[C@@H]1[C@@H]2N(C(C(C2)=O)C(=O)OCC2=CC=C(C=C2)[N+](=O)[O-])C1=O (4-nitrobenzyl (5R,6S)-6-[(1R)-1-hydroxyethyl]-2-oxo-1-carbapenam-3-carboxylate), C(C)(C)N(CC)C(C)C (diisopropylethylamine), P(=O)(OC1=CC=CC=C1)(OC1=CC=CC=C1)Cl (diphenyl chlorophosphate), C(C)(C)N(CC)C(C)C (diisopropylethylamine), FC(S(=O)(=O)O)(F)F.S[C@H]1C[C@H](N(C1)C(=O)OCC1=CC=C(C=C1)[N+](=O)[O-])C(=O)N1CCN(CC1)C ((2S,4S)-4-mercapto-2-(4-methyl-1-piperazinylcarbonyl)-1-(4-nitrobenzyloxycarbonyl)pyrrolidine trifluoromethanesulfonate). Solvent: C(C)#N (acetonitrile), C(C)#N (acetonitrile). Conditions: time 1 hour. The product is O[C@H](C)[C@@H]1[C@@H]2N(C(=C(C2)S[C@H]2C[C@H](N(C2)C(=O)OCC2=CC=C(C=C2)[N+](=O)[O-])C(=O)N2CCN(CC2)C)C(=O)OCC2=CC=C(C=C2)[N+](=O)[O-])C1=O (4-Nitrobenzyl (5R,6S)-6-[(1R)-1-hydroxyethyl]-2-[(2S,4S) -2-(4-methyl-1-piperazinylcarbonyl)-1-(4-nitrobenzyloxycarbonyl)pyrrolidin-4-ylthio]-1-carbapen -2-em-3-carboxylate). Isolated yield 61.2%. RXN SMILES: C(N(C(C)C)CC)(C)C.P(Cl)(OC1C=CC=CC=1)(OC1C=CC=CC=1)=O.[OH:27][C@@H:28]([C@H:30]1[C:50](=[O:51])[N:32]2[CH:33]([C:37]([O:39][CH2:40][C:41]3[CH:46]=[CH:45][C:44]([N+:47]([O-:49])=[O:48])=[CH:43][CH:42]=3)=[O:38])[C:34](=O)[CH2:35][C@H:31]12)[CH3:29].FC(F)(F)S(O)(=O)=O.[SH:60][C@@H:61]1[CH2:65][N:64]([C:66]([O:68][CH2:69][C:70]2[CH:75]=[CH:74][C:73]([N+:76]([O-:78])=[O:77])=[CH:72][CH:71]=2)=[O:67])[C@H:63]([C:79]([N:81]2[CH2:86][CH2:85][N:84]([CH3:87])[CH2:83][CH2:82]2)=[O:80])[CH2:62]1>C(#N)C>[OH:27][C@@H:28]([C@H:30]1[C:50](=[O:51])[N:32]2[C:33]([C:37]([O:39][CH2:40][C:41]3[CH:42]=[CH:43][C:44]([N+:47]([O-:49])=[O:48])=[CH:45][CH:46]=3)=[O:38])=[C:34]([S:60][C@@H:61]3[CH2:65][N:64]([C:66]([O:68][CH2:69][C:70]4[CH:75]=[CH:74][C:73]([N+:76]([O-:78])=[O:77])=[CH:72][CH:71]=4)=[O:67])[C@H:63]([C:79]([N:81]4[CH2:82][CH2:83][N:84]([CH3:87])[CH2:85][CH2:86]4)=[O:80])[CH2:62]3)[CH2:35][C@H:31]12)[CH3:29] |f:3.4|. Procedure: 85 μl of diisopropylethylamine and 86 μl of diphenyl chlorophosphate were simultaneously added, whilst ice-cooling, to a solution of 161 mg of 4-nitrobenzyl (5R,6S)-6-[(1R)-1-hydroxyethyl]-2-oxo-1-carbapenam-3-carboxylate in 2 ml of anhydrous acetonitrile, and the resulting mixture was stirred at the same temperature for 1 hour. At the end of this time, 232 μof diisopropylethylamine and a solution of 310 mg of (2S,4S)-4-mercapto-2-(4-methyl-1-piperazinylcarbonyl)-1-(4-nitrobenzyloxycarbonyl)pyrr... The reactants are CC(=O)OC=O, CCCCOc1ccc2c(c1-c1ncnc3c(C(=O)NC4CCNCC4)c[nH]c13)OCO2. Product: CCCCOc1ccc2c(c1-c1ncnc3c(C(=O)NC4CCN(C=O)CC4)c[nH]c13)OCO2. RXN SMILES: [CH:33](=[O:34])[O:35][C:36](=[O:37])[CH3:38].[NH:1]1[CH2:2][CH2:3][CH:4]([NH:7][C:8](=[O:9])[c:10]2[cH:11][nH:12][c:13]3[c:14]2[n:15][cH:16][n:17][c:18]3-[c:19]2[c:20]([O:28][CH2:29][CH2:30][CH2:31][CH3:32])[cH:21][cH:22][c:23]3[c:27]2[O:26][CH2:25][O:24]3)[CH2:5][CH2:6]1>>[N:1]1([CH:33]=[O:34])[CH2:2][CH2:3][CH:4]([NH:7][C:8](=[O:9])[c:10]2[cH:11][nH:12][c:13]3[c:14]2[n:15][cH:16][n:17][c:18]3-[c:19]2[c:20]([O:28][CH2:29][CH2:30][CH2:31][CH3:32])[cH:21][cH:22][c:23]3[c:27]2[O:26][CH2:25][O:24]3)[CH2:5][CH2:6]1. Reactants: S1C=NC2=C1C=C(C=C2)CC(=O)O (Benzothiazol-6-yl-acetic acid), ClC1=CC=C(N=N1)NN ((6-chloro-pyridazin-3-yl)-hydrazine), Cl.CN(CCCN=C=NCC)C (N-(3-dimethylaminopropyl)-N′-ethylcarbodiimide hydrochloride), O.OC1=CC=CC=2NN=NC21 (hydroxybenzotriazole hydrate), C([O-])([O-])=O.[K+].[K+] (potassium carbonate). Run in C(C)(=O)O (acetic acid), CN(C=O)C (dimethylformamide), ClCCl (dichloromethane). Reaction conditions: temperature 0 celsius, time 8 hour. Yields the product S1C=NC2=C1C=C(C=C2)CC2=NN=C1N2N=C(C=C1)Cl (3-Benzothiazol-6-ylmethyl-6-chloro-[1,2,4]triazolo[4,3-b]pyridazine). Yield: 21.8%. As a reaction SMILES: [S:1]1[C:5]2[CH:6]=[C:7]([CH2:10][C:11](O)=O)[CH:8]=[CH:9][C:4]=2[N:3]=[CH:2]1.[Cl:14][C:15]1[N:20]=[N:19][C:18]([NH:21][NH2:22])=[CH:17][CH:16]=1.Cl.CN(C)CCCN=C=NCC.O.OC1C2N=NNC=2C=CC=1.C(=O)([O-])[O-].[K+].[K+]>CN(C)C=O.ClCCl.C(O)(=O)C>[S:1]1[C:5]2[CH:6]=[C:7]([CH2:10][C:11]3[N:19]4[N:20]=[C:15]([Cl:14])[CH:16]=[CH:17][C:18]4=[N:21][N:22]=3)[CH:8]=[CH:9][C:4]=2[N:3]=[CH:2]1 |f:2.3,4.5,6.7.8|. Reported procedure: Benzothiazol-6-yl-acetic acid (44 g, 228 mmoles) and (6-chloro-pyridazin-3-yl)-hydrazine (36.2 g, 251 mmoles) were dissolved in a mixture of anhydrous dimethylformamide (40 mL) and anhydrous dichloromethane (600 ml). The mixture was under nitrogen and cooled to 0° C. in an ice bath, then N-(3-dimethylaminopropyl)-N′-ethylcarbodiimide hydrochloride (65.5 g, 342 mmoles), hydroxybenzotriazole hydrate (38.4 g, 251 mmoles) and potassium carbonate (157 g, 1.14 moles) was added into the mixture. The mi... Reactants: N#CNC(=NCCSCc1csc(NC(=N)N)n1)Oc1ccccc1, CCOC(C)=O, CO, CN(CCCCCCCN)CCC(c1ccc(Cl)cc1)c1ccccn1. Yields the product CN(CCCCCCCNC(=NCCSCc1csc(NC(=N)N)n1)NC#N)CCC(c1ccc(Cl)cc1)c1ccccn1. Reaction SMILES: [C:27](#[N:28])[NH:29][C:30]([O:31][c:32]1[cH:33][cH:34][cH:35][cH:36][cH:37]1)=[N:38][CH2:39][CH2:40][S:41][CH2:42][c:43]1[n:44][c:45]([NH:48][C:49](=[NH:50])[NH2:51])[s:46][cH:47]1.[C:54]([O:55][CH2:56][CH3:57])(=[O:58])[CH3:59].[CH3:52][OH:53].[Cl:1][c:2]1[cH:3][cH:4][c:5]([CH:8]([CH2:9][CH2:10][N:11]([CH2:12][CH2:13][CH2:14][CH2:15][CH2:16][CH2:17][CH2:18][NH2:19])[CH3:20])[c:21]2[n:22][cH:23][cH:24][cH:25][cH:26]2)[cH:6][cH:7]1>>[Cl:1][c:2]1[cH:3][cH:4][c:5]([CH:8]([CH2:9][CH2:10][N:11]([CH2:12][CH2:13][CH2:14][CH2:15][CH2:16][CH2:17][CH2:18][NH:19][C:30]([NH:29][C:27]#[N:28])=[N:38][CH2:39][CH2:40][S:41][CH2:42][c:43]2[n:44][c:45]([NH:48][C:49](=[NH:50])[NH2:51])[s:46][cH:47]2)[CH3:20])[c:21]2[n:22][cH:23][cH:24][cH:25][cH:26]2)[cH:6][cH:7]1. Reactants: [H-].[Na+] (Sodium hydride), FC1=C(C=C(CBr)C=C1)OC1=CC=CC=C1 (4-fluoro-3-phenoxybenzyl bromide), ice water, C(C)OC1=CC=C(C=C1)C(CO)(C)C(F)(F)F (2-(4-ethoxyphenyl)-2-trifluoromethyl-1-propanol), [I-].[Na+] (sodium iodide). The solvent is C(OC)COC (dimethoxyethane). The product is C(C)OC1=CC=C(C=C1)C(COCC1=CC(=C(C=C1)F)OC1=CC=CC=C1)(C)C(F)(F)F ([2-(4-Ethoxyphenyl)-2-trifluoromethylpropyl](4-fluoro-3-phenoxybenzyl)ether). Yield: 91.1%. As a reaction SMILES: [H-].[Na+].[CH2:3]([O:5][C:6]1[CH:11]=[CH:10][C:9]([C:12]([C:16]([F:19])([F:18])[F:17])([CH3:15])[CH2:13][OH:14])=[CH:8][CH:7]=1)[CH3:4].[I-].[Na+].[F:22][C:23]1[CH:30]=[CH:29][C:26]([CH2:27]Br)=[CH:25][C:24]=1[O:31][C:32]1[CH:37]=[CH:36][CH:35]=[CH:34][CH:33]=1>C(COC)OC>[CH2:3]([O:5][C:6]1[CH:7]=[CH:8][C:9]([C:12]([C:16]([F:17])([F:18])[F:19])([CH3:15])[CH2:13][O:14][CH2:27][C:26]2[CH:29]=[CH:30][C:23]([F:22])=[C:24]([O:31][C:32]3[CH:33]=[CH:34][CH:35]=[CH:36][CH:37]=3)[CH:25]=2)=[CH:10][CH:11]=1)[CH3:4] |f:0.1,3.4|. Reported procedure: Sodium hydride (144 mg; 6 mmol) was suspended in dimethoxyethane (16 ml) and then in turn, with stirring, there was added 2-(4-ethoxyphenyl)-2-trifluoromethyl-1-propanol (1.25 g; 5.044 mmol), a spatula of sodium iodide and 4-fluoro-3-phenoxybenzyl bromide (1.4 g; 5.04 mmol). After stirring for 5 hours at room temperature, the mixture was added to ice-water, extracted 3 times with ether and the extracts washed with water dried over sodium sulphate and evaporated. After chromatography on silica ge...